describe an organic reaction: reactants, conditions, products, and yield From a dataset of the Open Reaction Database (ORD), a public repository of structured organic reaction records. Reactants: Cc1cc(O)nc(C=Cc2cccc(Cl)c2)n1, O=P(Cl)(Cl)Cl. Yields the product Cc1cc(Cl)nc(C=Cc2cccc(Cl)c2)n1. As a reaction SMILES: [Cl:1][c:2]1[cH:3][c:4]([CH:8]=[CH:9][c:10]2[n:11][c:12]([CH3:17])[cH:13][c:14]([OH:16])[n:15]2)[cH:5][cH:6][cH:7]1.[P:18]([Cl:19])([Cl:20])([Cl:21])=[O:22]>>[Cl:1][c:2]1[cH:3][c:4]([CH:8]=[CH:9][c:10]2[n:11][c:12]([CH3:17])[cH:13][c:14]([Cl:20])[n:15]2)[cH:5][cH:6][cH:7]1. The reactants are Cl.ClC1=NC=NC2=CC(=CC=C12)OCCOC (4-chloro-7-(2-methoxyethoxy)quinazoline hydrochloride), OC=1C=C(N)C=CC1C (3-hydroxy4-methylaniline). The solvent is C(C)(C)O (isopropanol). The product is Cl.OC=1C=C(NC2=NC=NC3=CC(=CC=C23)OCCOC)C=CC1C (4-(3-hydroxy4-methylanilino)-7-(2-methoxyethoxy)quinazoline hydrochloride). Isolated yield 73.9%. RXN SMILES: Cl.[Cl:2][C:3]1[C:12]2[C:7](=[CH:8][C:9]([O:13][CH2:14][CH2:15][O:16][CH3:17])=[CH:10][CH:11]=2)[N:6]=[CH:5][N:4]=1.[OH:18][C:19]1[CH:20]=[C:21]([CH:23]=[CH:24][C:25]=1[CH3:26])[NH2:22]>C(O)(C)C>[ClH:2].[OH:18][C:19]1[CH:20]=[C:21]([CH:23]=[CH:24][C:25]=1[CH3:26])[NH:22][C:3]1[C:12]2[C:7](=[CH:8][C:9]([O:13][CH2:14][CH2:15][O:16][CH3:17])=[CH:10][CH:11]=2)[N:6]=[CH:5][N:4]=1 |f:0.1,4.5|. Procedure details: A mixture of 4-chloro-7-(2-methoxyethoxy)quinazoline hydrochloride (450 mg, 1.6 mmol), (prepared as described for the starting material in Example 1), and 3-hydroxy4-methylaniline (280 mg, 2.27 mmol) in isopropanol (20 ml) was heated at reflux for 30 minutes. The solvent was removed by evaporation and the residue was triturated with isopropanol. The resulting solid was collected by filtration, washed with isopropanol and dried under vacuum to give 4-(3-hydroxy4-methylanilino)-7-(2-methoxyethoxy)... The reactants are CC(=O)OC(C)=O, O=CO, Nc1cnc2ccccc2c1Cl, C1CCOC1. Yields the product O=CNc1cnc2ccccc2c1Cl. RXN SMILES: [CH3:1][C:2]([O:3][C:5]([CH3:4])=[O:7])=[O:6].[CH:8]([OH:9])=[O:10].[NH2:11][c:12]1[cH:13][n:14][c:15]2[cH:16][cH:17][cH:18][cH:19][c:20]2[c:21]1[Cl:22].[O:23]1[CH2:24][CH2:25][CH2:26][CH2:27]1>>[CH:5](=[O:7])[NH:11][c:12]1[cH:13][n:14][c:15]2[cH:16][cH:17][cH:18][cH:19][c:20]2[c:21]1[Cl:22]. Reactants: [BH3-]C#N, CCN(CC)c1ccc(NC(=O)C2(NC(=O)CN)CCc3ccccc3C2)cc1, CC(C)=O, CCOC(C)=O, CO, [Na+]. Product: CCN(CC)c1ccc(NC(=O)C2(NC(=O)CNC(C)C)CCc3ccccc3C2)cc1. Reaction SMILES: [C:34]([BH3-:35])#[N:36].[CH2:1]([CH3:2])[N:3]([c:4]1[cH:5][cH:6][c:7]([NH:10][C:11](=[O:12])[C:13]2([NH:23][C:24]([CH2:25][NH2:26])=[O:27])[CH2:14][c:15]3[cH:16][cH:17][cH:18][cH:19][c:20]3[CH2:21][CH2:22]2)[cH:8][cH:9]1)[CH2:28][CH3:29].[CH3:30][C:31]([CH3:32])=[O:33].[CH3:38][CH2:39][O:40][C:41](=[O:42])[CH3:43].[CH3:44][OH:45].[Na+:37]>>[CH2:1]([CH3:2])[N:3]([c:4]1[cH:5][cH:6][c:7]([NH:10][C:11](=[O:12])[C:13]2([NH:23][C:24]([CH2:25][NH:26][CH:31]([CH3:30])[CH3:32])=[O:27])[CH2:14][c:15]3[cH:16][cH:17][cH:18][cH:19][c:20]3[CH2:21][CH2:22]2)[cH:8][cH:9]1)[CH2:28][CH3:29]. The reactants are CON(C(=O)C=1N=CN(C1)C1=CC(=CC=C1)C=1C(=NC=CC1)Cl)C (1-[3-(2-Chloro-pyridin-3-yl)-phenyl]-1H-imidazole-4-carboxylic acid methoxy-methyl-amide), CC1=CN=CS1 (5-methylthiazole). Yields the product ClC1=NC=CC=C1C=1C=C(C=CC1)N1C=NC(=C1)C(=O)C=1SC(=CN1)C ({1-[3-(2-Chloro-pyridin-3-yl)-phenyl]-1H-imidazol-4-yl}-(5-methyl-thiazol-2-yl)-methanone). As a reaction SMILES: CON(C)[C:4]([C:6]1[N:7]=[CH:8][N:9]([C:11]2[CH:16]=[CH:15][CH:14]=[C:13]([C:17]3[C:18]([Cl:23])=[N:19][CH:20]=[CH:21][CH:22]=3)[CH:12]=2)[CH:10]=1)=[O:5].[CH3:25][C:26]1[S:30][CH:29]=[N:28][CH:27]=1>>[Cl:23][C:18]1[C:17]([C:13]2[CH:12]=[C:11]([N:9]3[CH:10]=[C:6]([C:4]([C:29]4[S:30][C:26]([CH3:25])=[CH:27][N:28]=4)=[O:5])[N:7]=[CH:8]3)[CH:16]=[CH:15][CH:14]=2)=[CH:22][CH:21]=[CH:20][N:19]=1. Procedure details: This compound is prepared by method C using compound 12l and 5-methylthiazole